This data is from the Open Reaction Database (ORD), a public repository of structured organic reaction records. The task is: describe an organic reaction: reactants, conditions, products, and yield Reactants: C(C1=CC=CC=C1)OC(=O)NCCC(=O)N[C@H](CO)CC1=CN=CN1 (3-(Benzyloxycarbonylamino)-N-[(1S)-2-hydroxy-1-(1H-imidazol-5-yl-methyl)ethyl]propanamide). Reagents/catalysts: [Pd] (Pd/C). The solvent is CO.O (methanol water). Reaction conditions: temperature 40 celsius. Yields the product NCCC(=O)N[C@H](CO)CC1=CN=CN1 (3-Amino-N-[(1S)-2-hydroxy-1-(1H-imidazol-5-yl-methyl)-ethyl]propanamide). Yield: 56.5%. RXN SMILES: C(OC([NH:11][CH2:12][CH2:13][C:14]([NH:16][C@@H:17]([CH2:20][C:21]1[NH:25][CH:24]=[N:23][CH:22]=1)[CH2:18][OH:19])=[O:15])=O)C1C=CC=CC=1>[Pd].CO.O>[NH2:11][CH2:12][CH2:13][C:14]([NH:16][C@@H:17]([CH2:20][C:21]1[NH:25][CH:24]=[N:23][CH:22]=1)[CH2:18][OH:19])=[O:15] |f:2.3|. Procedure details: A round-bottom flask under inert atmosphere is loaded with 26 g of the oily product from Example 3, and 100 g of a 1:1 methanol/water mixture. The mixture is stirred to complete dissolution, then added with 2.6 g of 10% Pd/C. A washing cycle is carried out under nitrogen-vacuum, then the mixture is heated to 40° C. and hydrogen is slowly bubbled therein until complete disappearance of the starting product. The mixture is cooled to 30° C. and the catalyst is filtered off through a celite pad, was... The product is S1CNC(C2=C1C=CS2)=S (2,3-dihydro-4H-thieno[2,3-e][1,3]thiazine-4-thione). As a reaction SMILES: [S:1]1[C:6]2[CH:7]=[CH:8][S:9][C:5]=2[C:4](=O)[NH:3][CH2:2]1.COC1C=CC(P2(SP(C3C=CC(OC)=CC=3)(=S)S2)=[S:20])=CC=1>C(#N)C>[S:1]1[C:6]2[CH:7]=[CH:8][S:9][C:5]=2[C:4](=[S:20])[NH:3][CH2:2]1. The solvent is C(C)#N (acetonitrile). Starting materials: S1CNC(C2=C1C=CS2)=O (2.3-dihydro-4H-thieno[2,3-e][1,3]-thiazin-4-one), COC=1C=CC(=CC1)P2(=S)SP(=S)(S2)C=3C=CC(=CC3)OC (Lawesson reagent). Procedure: (aae) 19.6 g of 2.3-dihydro-4H-thieno[2,3-e][1,3]-thiazin-4-one were heated under reflux together with 23.1 g of Lawesson reagent in 200 ml of acetonitrile until all of the starting material reacted. The reaction mixture was cooled and the crystallized-out product was removed by filtration. By recystallization from ethyl acetate there was obtained pure 2,3-dihydro-4H-thieno[2,3-e][1,3]thiazine-4-thione of m.p. 136°-138°. Additional material can be obtained by evaporation of the mother liquor and... The reactants are [BH4-], CO, CNC1(c2ccc(Cl)cc2)CCC(=O)CC1, [Na+]. Product: CN(C)C1(c2ccc(Cl)cc2)CCC(=O)CC1. As a reaction SMILES: [BH4-:17].[CH3:19][OH:20].[Cl:1][c:2]1[cH:3][cH:4][c:5]([C:8]2([NH:15][CH3:16])[CH2:9][CH2:10][C:11](=[O:14])[CH2:12][CH2:13]2)[cH:6][cH:7]1.[Na+:18]>>[Cl:1][c:2]1[cH:3][cH:4][c:5]([C:8]2([N:15]([CH3:16])[CH3:19])[CH2:9][CH2:10][C:11](=[O:14])[CH2:12][CH2:13]2)[cH:6][cH:7]1. Reactants: COC(=O)CC(C)=O, CCC=CC(C(C)=O)C(=O)OC, CCCC=O, [H][H]. Yields the product CCCCC(C(C)=O)C(=O)OC. RXN SMILES: [C:1]([O:2][CH3:3])(=[O:4])[CH2:5][C:6]([CH3:7])=[O:8].[CH:16](=[CH:17][CH2:18][CH3:19])[CH:20]([C:21](=[O:22])[O:23][CH3:24])[C:25](=[O:26])[CH3:27].[CH:9](=[O:10])[CH2:11][CH2:12][CH3:13].[H:14][H:15]>>[CH2:16]([CH2:17][CH2:18][CH3:19])[CH:20]([C:21](=[O:22])[O:23][CH3:24])[C:25](=[O:26])[CH3:27]. Starting materials: CCO, Cc1ccccc1, O=Cc1ccccc1O, CCCCOc1ccc(C(C)(C)C)cc1C(O)(c1cc(C(C)(C)C)ccc1OCCCC)C(C)N. Product: CCCCOc1ccc(C(C)(C)C)cc1C(O)(c1cc(C(C)(C)C)ccc1OCCCC)C(C)N=Cc1ccccc1O. As a reaction SMILES: [CH3:45][CH2:46][OH:47].[CH3:48][c:49]1[cH:50][cH:51][cH:52][cH:53][cH:54]1.[CH:36](=[O:37])[c:38]1[cH:39][cH:40][cH:41][cH:42][c:43]1[OH:44].[NH2:1][CH:2]([C:3]([OH:4])([c:5]1[c:6]([O:15][CH2:16][CH2:17][CH2:18][CH3:19])[cH:7][cH:8][c:9]([C:11]([CH3:12])([CH3:13])[CH3:14])[cH:10]1)[c:20]1[c:21]([O:30][CH2:31][CH2:32][CH2:33][CH3:34])[cH:22][cH:23][c:24]([C:26]([CH3:27])([CH3:28])[CH3:29])[cH:25]1)[CH3:35]>>[N:1]([CH:2]([C:3]([OH:4])([c:5]1[c:6]([O:15][CH2:16][CH2:17][CH2:18][CH3:19])[cH:7][cH:8][c:9]([C:11]([CH3:12])([CH3:13])[CH3:14])[cH:10]1)[c:20]1[c:21]([O:30][CH2:31][CH2:32][CH2:33][CH3:34])[cH:22][cH:23][c:24]([C:26]([CH3:27])([CH3:28])[CH3:29])[cH:25]1)[CH3:35])=[CH:36][c:38]1[cH:39][cH:40][cH:41][cH:42][c:43]1[OH:44]. Reactants: ClCCl, O=C(Cl)c1ccc(Cl)cc1, NC1N=C(c2ccccc2F)c2ccccc2NC1=O. Product: O=C(NC1N=C(c2ccccc2F)c2ccccc2NC1=O)c1ccc(Cl)cc1. Reaction SMILES: [CH2:31]([Cl:32])[Cl:33].[Cl:21][c:22]1[cH:23][cH:24][c:25]([C:26](=[O:27])[Cl:28])[cH:29][cH:30]1.[NH2:1][CH:2]1[C:3](=[O:20])[NH:4][c:5]2[c:6]([cH:16][cH:17][cH:18][cH:19]2)[C:7]([c:9]2[c:10]([F:15])[cH:11][cH:12][cH:13][cH:14]2)=[N:8]1>>[NH:1]([CH:2]1[C:3](=[O:20])[NH:4][c:5]2[c:6]([cH:16][cH:17][cH:18][cH:19]2)[C:7]([c:9]2[c:10]([F:15])[cH:11][cH:12][cH:13][cH:14]2)=[N:8]1)[C:26]([c:25]1[cH:24][cH:23][c:22]([Cl:21])[cH:30][cH:29]1)=[O:27]. As a reaction SMILES: [C:29]([c:30]1[cH:31][cH:32][cH:33][cH:34][cH:35]1)(=[O:36])[CH2:37][C:38]([CH3:39])=[O:40].[NH2:1][CH:2]([C:3](=[O:4])[OH:5])[CH2:6][c:7]1[cH:8][cH:9][c:10]([O:13][CH2:14][CH2:15][CH2:16][c:17]2[n:18][c:19](-[c:23]3[cH:24][cH:25][cH:26][cH:27][cH:28]3)[o:20][c:21]2[CH3:22])[cH:11][cH:12]1>>[NH:1]([CH:2]([C:3](=[O:4])[OH:5])[CH2:6][c:7]1[cH:8][cH:9][c:10]([O:13][CH2:14][CH2:15][CH2:16][c:17]2[n:18][c:19](-[c:23]3[cH:24][cH:25][cH:26][cH:27][cH:28]3)[o:20][c:21]2[CH3:22])[cH:11][cH:12]1)[C:38](=[CH:37][C:29]([c:30]1[cH:31][cH:32][cH:33][cH:34][cH:35]1)=[O:36])[CH3:39]. The reactants are CC(=O)CC(=O)c1ccccc1, Cc1oc(-c2ccccc2)nc1CCCOc1ccc(CC(N)C(=O)O)cc1. The product is CC(=CC(=O)c1ccccc1)NC(Cc1ccc(OCCCc2nc(-c3ccccc3)oc2C)cc1)C(=O)O. The reactants are COc1cc(C(C)(C)C)cc(C(C)(C)C)c1Br, COCCOC, OB(O)c1ccc(Cl)cc1, [Na+], [OH-], c1ccc(P(c2ccccc2)(c2ccccc2)[Pd](P(c2ccccc2)(c2ccccc2)c2ccccc2)(P(c2ccccc2)(c2ccccc2)c2ccccc2)P(c2ccccc2)(c2ccccc2)c2ccccc2)cc1. The product is COc1cc(C(C)(C)C)cc(C(C)(C)C)c1-c1ccc(Cl)cc1. Reaction SMILES: [Br:1][c:2]1[c:3]([C:14]([CH3:15])([CH3:16])[CH3:17])[cH:4][c:5]([C:10]([CH3:11])([CH3:12])[CH3:13])[cH:6][c:7]1[O:8][CH3:9].[CH3:30][O:31][CH2:32][CH2:33][O:34][CH3:35].[Cl:18][c:19]1[cH:20][cH:21][c:22]([B:25]([OH:26])[OH:27])[cH:23][cH:24]1.[Na+:29].[OH-:28].[cH:36]1[cH:37][cH:38][c:39]([P:40]([Pd:41]([P:42]([c:43]2[cH:44][cH:45][cH:46][cH:47][cH:48]2)([c:49]2[cH:50][cH:51][cH:52][cH:53][cH:54]2)[c:55]2[cH:56][cH:57][cH:58][cH:59][cH:60]2)([P:61]([c:62]2[cH:63][cH:64][cH:65][cH:66][cH:67]2)([c:68]2[cH:69][cH:70][cH:71][cH:72][cH:73]2)[c:74]2[cH:75][cH:76][cH:77][cH:78][cH:79]2)[P:80]([c:81]2[cH:82][cH:83][cH:84][cH:85][cH:86]2)([c:87]2[cH:88][cH:89][cH:90][cH:91][cH:92]2)[c:93]2[cH:94][cH:95][cH:96][cH:97][cH:98]2)([c:99]2[cH:100][cH:101][cH:102][cH:103][cH:104]2)[c:105]2[cH:106][cH:107][cH:108][cH:109][cH:110]2)[cH:111][cH:112]1>>[c:2]1(-[c:22]2[cH:21][cH:20][c:19]([Cl:18])[cH:24][cH:23]2)[c:3]([C:14]([CH3:15])([CH3:16])[CH3:17])[cH:4][c:5]([C:10]([CH3:11])([CH3:12])[CH3:13])[cH:6][c:7]1[O:8][CH3:9]. Procedure details: To a solution of the product from Example 17, Step 1 (83 mg, 0.32 mmol) and 4-(2-Piperidin-1-yl-ethoxy)-benzoyl chloride (1.39 mL, 0.39 mmol) in 3.3 mL of 1,2-dichloroethane was added, in two portions, aluminum trichloride (322 mg, 2.4 mmol) and the reaction was heated at reflux for 1 hr. At this time the coupling was complete and demethylation was carried out cooling the reaction to room temperature, adding ethanethiol (0.10 mL, 1.41 mmol) dropwise and stirring at room temperature for a further... Reaction SMILES: [F:1][C:2]1[CH:7]=[CH:6][C:5]([C:8]2[S:12][C:11]3[CH:13]=[C:14]([O:17]C)[CH:15]=[CH:16][C:10]=3[CH:9]=2)=[CH:4][CH:3]=1.[N:19]1([CH2:25][CH2:26][O:27][C:28]2[CH:36]=[CH:35][C:31]([C:32](Cl)=[O:33])=[CH:30][CH:29]=2)[CH2:24][CH2:23][CH2:22][CH2:21][CH2:20]1.[Cl-].[Cl-].[Cl-].[Al+3].C(S)C>ClCCCl>[F:1][C:2]1[CH:7]=[CH:6][C:5]([C:8]2[S:12][C:11]3[CH:13]=[C:14]([OH:17])[CH:15]=[CH:16][C:10]=3[C:9]=2[C:32]([C:31]2[CH:35]=[CH:36][C:28]([O:27][CH2:26][CH2:25][N:19]3[CH2:24][CH2:23][CH2:22][CH2:21][CH2:20]3)=[CH:29][CH:30]=2)=[O:33])=[CH:4][CH:3]=1 |f:2.3.4.5|. The product is FC1=CC=C(C=C1)C1=C(C2=C(S1)C=C(C=C2)O)C(=O)C2=CC=C(C=C2)OCCN2CCCCC2 ({2-(4-Fluoro-phenyl)-6-hydroxy-benzo[b]thiophen-3-yl]-[4-(2-piperidin-1-yl-ethoxy)-phenyl]-methanone). Starting materials: C(C)S (ethanethiol), FC1=CC=C(C=C1)C1=CC2=C(S1)C=C(C=C2)OC (2-(4-Fluoro-phenyl)-6-methoxy-benzo[b]thiophene), N1(CCCCC1)CCOC1=CC=C(C(=O)Cl)C=C1 (4-(2-Piperidin-1-yl-ethoxy)-benzoyl chloride), [Cl-].[Cl-].[Cl-].[Al+3] (aluminum trichloride). Solvent: ClCCCl (1,2-dichloroethane). Run at time 1.5 hour.